This data is from the Open Reaction Database (ORD), a public repository of structured organic reaction records. The task is: describe an organic reaction: reactants, conditions, products, and yield Reactants: CC(C)C[Al+]CC(C)C, COC(=O)CCc1ccc(Cl)cc1C(F)(F)F, ClCCl, Cl, [H-]. The product is OCCCc1ccc(Cl)cc1C(F)(F)F. As a reaction SMILES: [CH2:2]([Al+:3][CH2:4][CH:5]([CH3:6])[CH3:7])[CH:8]([CH3:9])[CH3:10].[Cl:11][c:12]1[cH:13][c:14]([C:24]([F:25])([F:26])[F:27])[c:15]([CH2:18][CH2:19][C:20](=[O:21])[O:22][CH3:23])[cH:16][cH:17]1.[Cl:29][CH2:30][Cl:31].[ClH:28].[H-:1]>>[Cl:11][c:12]1[cH:13][c:14]([C:24]([F:25])([F:26])[F:27])[c:15]([CH2:18][CH2:19][CH2:20][OH:21])[cH:16][cH:17]1. Starting materials: [Na+].[Cl-] (NaCl), COC1=C(CNC2=C(C=C(C#N)C=C2)[N+](=O)[O-])C=CC(=C1)OC (4-(2,4-dimethoxybenzylamino)-3-nitrobenzonitrile), S(=O)([O-])S(=O)[O-].[Na+].[Na+] (sodium hydrosulfite), C([O-])(O)=O.[Na+] (sodium bicarbonate). Run in CCOC(=O)C (EtOAc), CO (methanol), C1CCOC1 (THF), O (water). Conditions: time 15 minute. Yields the product COC1=C(CNC2=C(C=C(C#N)C=C2)N)C=CC(=C1)OC (4-(2,4-Dimethoxybenzylamino)-3-aminobenzonitrile). Yield: 105.5%. As a reaction SMILES: [CH3:1][O:2][C:3]1[CH:21]=[C:20]([O:22][CH3:23])[CH:19]=[CH:18][C:4]=1[CH2:5][NH:6][C:7]1[CH:14]=[CH:13][C:10]([C:11]#[N:12])=[CH:9][C:8]=1[N+:15]([O-])=O.S(S([O-])=O)([O-])=O.[Na+].[Na+].C(=O)(O)[O-].[Na+].[Na+].[Cl-]>C1COCC1.O.CCOC(C)=O.CO>[CH3:1][O:2][C:3]1[CH:21]=[C:20]([O:22][CH3:23])[CH:19]=[CH:18][C:4]=1[CH2:5][NH:6][C:7]1[CH:14]=[CH:13][C:10]([C:11]#[N:12])=[CH:9][C:8]=1[NH2:15] |f:1.2.3,4.5,6.7|. Reported procedure: A solution of 4-(2,4-dimethoxybenzylamino)-3-nitrobenzonitrile (4.54 g) in THF (400 mL) was treated with a solution of sodium hydrosulfite (20 g) and sodium bicarbonate (10 g) in distilled water (350 mL). Enough methanol was immediately added (50 mL) to maintain a homogeneous solution. After 15 minutes, EtOAc (500 mL) and saturated aqueous NaCl (500 mL) were added and the organic layer was separated. The aqueous layer was extracted again with 400 mL EtOAc. The combined organic layers were washed... The reactants are [H-].[Na+] (Sodium hydride), C(#N)C(C(=O)OCC)C1=C(C=CC(=C1)OC1=C(C=CC=C1)Cl)OC (ethyl 2-cyano-2-[2-methoxy-5-(2-chlorophenoxy)phenyl]acetate), CI (methyl iodide). Product: C(#N)C(C(=O)OCC)(C)C1=C(C=CC(=C1)OC1=C(C=CC=C1)Cl)OC (ethyl 2-cyano-2-[2-methoxy-5-(2-chlorophenoxy)phenyl]propionate). Isolated yield 92.7%. As a reaction SMILES: [H-].[Na+].[C:3]([CH:5]([C:11]1[CH:16]=[C:15]([O:17][C:18]2[CH:23]=[CH:22][CH:21]=[CH:20][C:19]=2[Cl:24])[CH:14]=[CH:13][C:12]=1[O:25][CH3:26])[C:6]([O:8][CH2:9][CH3:10])=[O:7])#[N:4].[CH3:27]I>>[C:3]([C:5]([C:11]1[CH:16]=[C:15]([O:17][C:18]2[CH:23]=[CH:22][CH:21]=[CH:20][C:19]=2[Cl:24])[CH:14]=[CH:13][C:12]=1[O:25][CH3:26])([CH3:27])[C:6]([O:8][CH2:9][CH3:10])=[O:7])#[N:4] |f:0.1|. Procedure details: Sodium hydride (65.5%, 665 mg), ethyl 2-cyano-2-[2-methoxy-5-(2-chlorophenoxy)phenyl]acetate (5.7 g) and methyl iodide (3.55 g) were treated in a similar manner to that of Example 10-(5) to give oily ethyl 2-cyano-2-[2-methoxy-5-(2-chlorophenoxy)phenyl]propionate (5.5 g). The reactants are N1C(=CC=C1)C(=O)OC (methyl 1H-pyrrole-2-carboxylate), C(C)C1=CC=C(C=C1)B(O)O (4-ethylphenylboronic acid), CC1=C(C=CC(=C1C)O)CCC(=O)OCC (ethyl 3-(2,3-dimethyl-4-hydroxyphenyl)propanoate). Product: C(C)C1=CC=C(C=C1)N1C(=CC=C1)COC1=C(C(=C(C=C1)CCC(=O)O)C)C (3-(4-{[1-(4-Ethylphenyl)-1H-pyrrol-2-yl]methoxy}-2,3-dimethylphenyl)propanoic acid). Reaction SMILES: [NH:1]1[CH:5]=[CH:4][CH:3]=[C:2]1[C:6]([O:8][CH3:9])=O.[CH2:10]([C:12]1[CH:17]=[CH:16][C:15](B(O)O)=[CH:14][CH:13]=1)[CH3:11].[CH3:21][C:22]1[C:27](C)=[C:26](O)[CH:25]=[CH:24][C:23]=1[CH2:30][CH2:31][C:32]([O:34]CC)=[O:33]>>[CH2:10]([C:12]1[CH:17]=[CH:16][C:15]([N:1]2[CH:5]=[CH:4][CH:3]=[C:2]2[CH2:6][O:8][C:9]2[CH:25]=[CH:24][C:23]([CH2:30][CH2:31][C:32]([OH:34])=[O:33])=[C:22]([CH3:21])[C:27]=2[CH3:26])=[CH:14][CH:13]=1)[CH3:11]. Reported procedure: The title compound was prepared by reacting methyl 1H-pyrrole-2-carboxylate with 4-ethylphenylboronic acid according to the procedures of Example 1, Steps C and D, then reacting the resulting product with ethyl 3-(2,3-dimethyl-4-hydroxyphenyl)propanoate according to the procedures described in Example 1, Steps E and F. Product: ClC1=NC(=NC2=CC(=CC=C12)C)C1=C(C=CC=C1C)OC (4-Chloro-2-(2-methoxy-6-methyl-phenyl)-7-methyl-quinazoline). Yield: 99.1%. Reactants: COC1=C(C(=CC=C1)C)C1=NC2=CC(=CC=C2C(N1)=O)C (2-(2-Methoxy-6-methyl-phenyl)-7-methyl-3H-quinazolin-4-one), C(=O)(O)[O-].[Na+] (NaHCO3), CN(C1=CC=CC=C1)C (N,N-dimethylaniline), O=P(Cl)(Cl)Cl (POCl3). Reaction SMILES: [CH3:1][O:2][C:3]1[CH:8]=[CH:7][CH:6]=[C:5]([CH3:9])[C:4]=1[C:10]1[NH:19][C:18](=O)[C:17]2[C:12](=[CH:13][C:14]([CH3:21])=[CH:15][CH:16]=2)[N:11]=1.CN(C)C1C=CC=CC=1.O=P(Cl)(Cl)[Cl:33].C([O-])(O)=O.[Na+]>C1C=CC=CC=1.C1(C)C=CC=CC=1>[Cl:33][C:18]1[C:17]2[C:12](=[CH:13][C:14]([CH3:21])=[CH:15][CH:16]=2)[N:11]=[C:10]([C:4]2[C:5]([CH3:9])=[CH:6][CH:7]=[CH:8][C:3]=2[O:2][CH3:1])[N:19]=1 |f:3.4|. Reported procedure: 2-(2-Methoxy-6-methyl-phenyl)-7-methyl-3H-quinazolin-4-one (1.61 g, 5.74 mmol) was suspended in benzene after which was added N,N-dimethylaniline (1.1 mL, 8.62 mmol) and POCl3 (1.61 mL, 17.27 mmol). The reaction mixture was refluxed for 3 hours during which the color changed from yellow to dark red. The reaction mixture was cooled to room temperature, diluted with 40 mL toluene and poured onto ice. Saturated aq. NaHCO3 was carefully added until the pH remained constant at 7 and no more gas forme... The solvent is C1=CC=CC=C1 (benzene), C1(=CC=CC=C1)C (toluene). Reaction SMILES: [Cl:1][c:2]1[cH:3][c:4]2[c:5](-[c:20]3[cH:21][cH:22][cH:23][cH:24][cH:25]3)[c:6](-[c:13]3[cH:14][c:15]([CH:18]=[O:19])[n:16][o:17]3)[c:7](=[O:12])[nH:8][c:9]2[cH:10][cH:11]1.[O:26]1[CH2:27][CH2:28][N:29]([CH2:32][CH2:33][NH2:34])[CH2:30][CH2:31]1>>[Cl:1][c:2]1[cH:3][c:4]2[c:5](-[c:20]3[cH:21][cH:22][cH:23][cH:24][cH:25]3)[c:6](-[c:13]3[cH:14][c:15]([CH2:18][NH:34][CH2:33][CH2:32][N:29]4[CH2:28][CH2:27][O:26][CH2:31][CH2:30]4)[n:16][o:17]3)[c:7](=[O:12])[nH:8][c:9]2[cH:10][cH:11]1. The reactants are O=Cc1cc(-c2c(-c3ccccc3)c3cc(Cl)ccc3[nH]c2=O)on1, NCCN1CCOCC1. Product: O=c1[nH]c2ccc(Cl)cc2c(-c2ccccc2)c1-c1cc(CNCCN2CCOCC2)no1.